The task is: describe an organic reaction: reactants, conditions, products, and yield. This data is from the Open Reaction Database (ORD), a public repository of structured organic reaction records. The reactants are BrC=1C=C2C(CC3(CCCCC3)OC2=CC1)(NS(=O)C(C)(C)C)CC(=O)OC (methyl 2-(6-bromo-4-(1,1-dimethylethylsulfinamido)spiro[chroman-2,1′-cyclohexane]-4-yl)acetate), Cl.O1CCOCC1 (HCl 1,4-dioxane). Solvent: CO (MeOH). Conditions: time 30 minute. The product is NC1(CC2(CCCCC2)OC2=CC=C(C=C12)Br)CC(=O)OC (methyl 2-(4-amino-6-bromospiro[chroman-2,1′-cyclohexane]-4-yl)acetate). Yield: 90.5%. Reaction SMILES: [Br:1][C:2]1[CH:3]=[C:4]2[C:14](=[CH:15][CH:16]=1)[O:13][C:7]1([CH2:12][CH2:11][CH2:10][CH2:9][CH2:8]1)[CH2:6][C:5]2([CH2:24][C:25]([O:27][CH3:28])=[O:26])[NH:17]S(C(C)(C)C)=O.Cl.O1CCOCC1>CO>[NH2:17][C:5]1([CH2:24][C:25]([O:27][CH3:28])=[O:26])[C:4]2[C:14](=[CH:15][CH:16]=[C:2]([Br:1])[CH:3]=2)[O:13][C:7]2([CH2:8][CH2:9][CH2:10][CH2:11][CH2:12]2)[CH2:6]1 |f:1.2|. Procedure: To a solution of methyl 2-(6-bromo-4-(1,1-dimethylethylsulfinamido)spiro[chroman-2,1′-cyclohexane]-4-yl)acetate (200 mg, 0.42 mmol) in MeOH (2 mL) was added 4 N HCl/1,4-dioxane (2 mL). After stirring for 30 minutes, the mixture was concentrated. The residue was dissolved in MeOH (1 mL) stirring for 5 minutes and evaporated again to afford methyl 2-(4-amino-6-bromospiro[chroman-2,1′-cyclohexane]-4-yl)acetate (140 mg, 90%). 1H NMR (CDCl3): 1.22-1.38 (m, 1H), 1.39-1.52 (m, 6H), 1.72-1.88 (m, 3H), 1... Reactants: C(#C)C1=CN=C2N1C=C(C=C2C(F)(F)F)C2=CC=C(C=C2)C(F)(F)F (3-ethynyl-8-trifluoromethyl-6-(4-trifluoromethyl-phenyl)-imidazo[1,2-a]pyridine), BrC=1C(=CC(=C(C1)S(=O)(=O)N)F)F (5-Bromo-2,4,-difluorobenzenesulfonamide). Yields the product FC1=C(C=C(C(=C1)F)C#CC1=CN=C2N1C=C(C=C2C(F)(F)F)C2=CC=C(C=C2)C(F)(F)F)S(=O)(=O)N (2,4-Difluoro-5-[8-trifluoromethyl-6-(4-trifluoromethyl-phenyl)-imidazo[1,2-a]pyridin-3-ylethynyl]-benzenesulfonamide), solid. Yield: 12.0%. As a reaction SMILES: [C:1]([C:3]1[N:7]2[CH:8]=[C:9]([C:16]3[CH:21]=[CH:20][C:19]([C:22]([F:25])([F:24])[F:23])=[CH:18][CH:17]=3)[CH:10]=[C:11]([C:12]([F:15])([F:14])[F:13])[C:6]2=[N:5][CH:4]=1)#[CH:2].Br[C:27]1[C:28]([F:38])=[CH:29][C:30]([F:37])=[C:31]([S:33]([NH2:36])(=[O:35])=[O:34])[CH:32]=1>>[F:37][C:30]1[CH:29]=[C:28]([F:38])[C:27]([C:2]#[C:1][C:3]2[N:7]3[CH:8]=[C:9]([C:16]4[CH:21]=[CH:20][C:19]([C:22]([F:25])([F:24])[F:23])=[CH:18][CH:17]=4)[CH:10]=[C:11]([C:12]([F:14])([F:13])[F:15])[C:6]3=[N:5][CH:4]=2)=[CH:32][C:31]=1[S:33]([NH2:36])(=[O:34])=[O:35]. Procedure details: The title compound was prepared from 3-ethynyl-8-trifluoromethyl-6-(4-trifluoromethyl-phenyl)-imidazo[1,2-a]pyridine (example C.18) (310 mg, 0.88 mmol) and 5-Bromo-2,4,-difluorobenzenesulfonamide (226 mg, 0.83 mmol) according to general procedure II. Obtained as an off-white solid (56 mg, 12%). MS (ISP) 546.2 [(M+H)+]; mp 306-307° C. Yields the product CCC(CC(C)O)N1C(=O)C(C)(CC(=O)O)CC(c2cccc(Cl)c2)C1c1ccc(Cl)cc1. As a reaction SMILES: [BH4-:34].[CH3:36][OH:37].[Cl:1][c:2]1[cH:3][c:4]([CH:8]2[CH2:9][C:10]([CH3:29])([CH2:30][C:31](=[O:32])[OH:33])[C:11](=[O:28])[N:12]([CH:21]([CH2:22][CH3:23])[CH2:24][C:25]([CH3:26])=[O:27])[CH:13]2[c:14]2[cH:15][cH:16][c:17]([Cl:20])[cH:18][cH:19]2)[cH:5][cH:6][cH:7]1.[Na+:35]>>[Cl:1][c:2]1[cH:3][c:4]([CH:8]2[CH2:9][C:10]([CH3:29])([CH2:30][C:31](=[O:32])[OH:33])[C:11](=[O:28])[N:12]([CH:21]([CH2:22][CH3:23])[CH2:24][CH:25]([CH3:26])[OH:27])[CH:13]2[c:14]2[cH:15][cH:16][c:17]([Cl:20])[cH:18][cH:19]2)[cH:5][cH:6][cH:7]1. Starting materials: [BH4-], CO, CCC(CC(C)=O)N1C(=O)C(C)(CC(=O)O)CC(c2cccc(Cl)c2)C1c1ccc(Cl)cc1, [Na+]. Reactants: BrC=1C=C2C(CC(OC2=CC1)C1=CC=CC=C1)=O (6-bromo-2-phenylchroman-4-one), [Br-] (bromide), C1CCOC1 (THF), C1CCOC1 (THF). Run at time 2 hour. Yields the product BrC=1C=C2C(CC(OC2=CC1)C1=CC=CC=C1)(O)C=C (6-bromo-2-phenyl-4-vinylchroman-4-ol). RXN SMILES: [Br:1][C:2]1[CH:3]=[C:4]2[C:9](=[CH:10][CH:11]=1)[O:8][CH:7]([C:12]1[CH:17]=[CH:16][CH:15]=[CH:14][CH:13]=1)[CH2:6][C:5]2=[O:18].[Br-].[CH2:20]1COC[CH2:21]1>>[Br:1][C:2]1[CH:3]=[C:4]2[C:9](=[CH:10][CH:11]=1)[O:8][CH:7]([C:12]1[CH:17]=[CH:16][CH:15]=[CH:14][CH:13]=1)[CH2:6][C:5]2([CH:20]=[CH2:21])[OH:18]. Reported procedure: To a solution of 6-bromo-2-phenylchroman-4-one (2.021 g, 6.67 mmol) in anhydrous THF (35 mL) at −78° C. is added a solution of vinylmagnesiun bromide in THF (1 M, 10 mL, 10 mmol) dropwise within 30 min. The reaction temperature is allowed to warm to rt and stirred for another 2 h. The reaction is chilled to 0° C. and quenched with sat. aq. NH4Cl and extracted with ethyl acetate (2×40 mL). The combined organic phases are washed with H2O, brine, and dried over Na2SO4, and filtered. The filtrate is... Starting materials: C(#N)C1=CC=C(OCC(=O)OC)C=C1 (methyl 2-(4-cyanophenoxy)acetate), [N-]=[N+]=[N-].[Na+] (NaN3), [NH4+].[Cl-] (NH4Cl), O (H2O). Run in CN(C)C=O (DMF). Reaction conditions: temperature 80 celsius, time 18 hour. Product: N=1NN=NC1C1=CC=C(OCC(=O)OC)C=C1 (methyl 2-(4-(2H-tetrazol-5-yl)phenoxy)acetate). Reaction SMILES: [C:1]([C:3]1[CH:14]=[CH:13][C:6]([O:7][CH2:8][C:9]([O:11][CH3:12])=[O:10])=[CH:5][CH:4]=1)#[N:2].[N-:15]=[N+:16]=[N-:17].[Na+].[NH4+].[Cl-].O>CN(C=O)C>[N:2]1[NH:15][N:16]=[N:17][C:1]=1[C:3]1[CH:14]=[CH:13][C:6]([O:7][CH2:8][C:9]([O:11][CH3:12])=[O:10])=[CH:5][CH:4]=1 |f:1.2,3.4|. Procedure: A solution methyl 2-(4-cyanophenoxy)acetate in DMF was treated with NaN3 and NH4Cl and stirred in an oil bath at 80° C. for 18 hours. Then, the mixture was poured into H2O and extracted with Et2O. The aqueous layer was acidified to pH 2-3 with HCl and the precipitate was collected to give methyl 2-(4-(2H-tetrazol-5-yl)phenoxy)acetate. The reactants are reagent, Al2O3, reagent, CC1=C(C=CC(=C1)C)N(S(=O)(=O)C1=CC=C(C=C1)O)CC(C)C (N-(2,4-dimethylphenyl)-4-hydroxy-N-isobutylbenzenesulfonamide), [F-].[K+] (potassium fluoride), [F-].[K+] (potassium fluoride), [F-].[K+] (KF), BrCC1=CC=NC=C1 (4-(bromomethyl)pyridine). Run in C(C)#N (acetonitrile), C(C)#N (acetonitrile). Run at time 18 hour. The product is CC1=C(C=CC(=C1)C)N(S(=O)(=O)C1=CC=C(C=C1)OCC1=CC=NC=C1)CC(C)C (N-(2,4-dimethylphenyl)-N-isobutyl-4-(pyridine-4-ylmethoxy)benzenesulfonamide). RXN SMILES: [CH3:1][C:2]1[CH:7]=[C:6]([CH3:8])[CH:5]=[CH:4][C:3]=1[N:9]([CH2:20][CH:21]([CH3:23])[CH3:22])[S:10]([C:13]1[CH:18]=[CH:17][C:16]([OH:19])=[CH:15][CH:14]=1)(=[O:12])=[O:11].[F-].[K+].Br[CH2:27][C:28]1[CH:33]=[CH:32][N:31]=[CH:30][CH:29]=1>C(#N)C>[CH3:1][C:2]1[CH:7]=[C:6]([CH3:8])[CH:5]=[CH:4][C:3]=1[N:9]([CH2:20][CH:21]([CH3:23])[CH3:22])[S:10]([C:13]1[CH:18]=[CH:17][C:16]([O:19][CH2:27][C:28]2[CH:33]=[CH:32][N:31]=[CH:30][CH:29]=2)=[CH:15][CH:14]=1)(=[O:12])=[O:11] |f:1.2|. Procedure details: A mixture of N-(2,4-dimethylphenyl)-4-hydroxy-N-isobutylbenzenesulfonamide (33 mg, 0.099 mmol), and potassium fluoride, 40% by weight on alumina (40% KF.Al2O3 43.1 mg, 0.297 mmol) in acetonitrile (0.2 mL) were stirred for 5 mins, before addition of 4-(bromomethyl)pyridine (0.099 mmol) in acetonitrile (0.2 mL). The reaction mixture was capped and stirred at RT for 18 hours. Additional 40% KF.Al2O3 (43 mg) and more alkylating reagent (0.1 mmol) were added to the tube, which was capped and stirred ... The reactants are CC=1N=C(SC1C)C=1C(NC(N(C1)CCCN1C[C@]2(C[C@H]2C1)C1=CC=C(C=C1)C(F)(F)F)=O)=O (5-(4,5-dimethyl-1,3-thiazol-2-yl)-1-(3-{(1S,5R)-1-[4-(trifluoromethyl)phenyl]-3-azabicyclo[3.1.0]hex-3-yl}propyl)-2,4(1H,3H)-pyrimidinedione), Cl (Hydrochloric acid). The solvent is CCOCC (Et2O), C(C)OCC (Diethyl ether). The product is Cl.CC=1N=C(SC1C)C=1C(NC(N(C1)CCCN1C[C@]2(C[C@H]2C1)C1=CC=C(C=C1)C(F)(F)F)=O)=O (5-(4,5-dimethyl-1,3-thiazol-2-yl)-1-(3-{(1S,5R)-1-[4-(trifluoromethyl)phenyl]-3-azabicyclo[3.1.0]hex-3-yl}propyl)-2,4(1H,3H)-pyrimidinedione hydrochloride). Yield: 77.0%. Reaction SMILES: [CH3:1][C:2]1[N:3]=[C:4]([C:8]2[C:9](=[O:34])[NH:10][C:11](=[O:33])[N:12]([CH2:14][CH2:15][CH2:16][N:17]3[CH2:22][C@H:21]4[C@:19]([C:23]5[CH:28]=[CH:27][C:26]([C:29]([F:32])([F:31])[F:30])=[CH:25][CH:24]=5)([CH2:20]4)[CH2:18]3)[CH:13]=2)[S:5][C:6]=1[CH3:7].[ClH:35]>C(OCC)C>[ClH:35].[CH3:1][C:2]1[N:3]=[C:4]([C:8]2[C:9](=[O:34])[NH:10][C:11](=[O:33])[N:12]([CH2:14][CH2:15][CH2:16][N:17]3[CH2:22][C@H:21]4[C@:19]([C:23]5[CH:28]=[CH:27][C:26]([C:29]([F:30])([F:32])[F:31])=[CH:25][CH:24]=5)([CH2:20]4)[CH2:18]3)[CH:13]=2)[S:5][C:6]=1[CH3:7] |f:3.4|. Procedure details: 5-(4,5-dimethyl-1,3-thiazol-2-yl)-1-(3-{(1S,5R)-1-[4-(trifluoromethyl)phenyl]-3-azabicyclo[3.1.0]hex-3-yl}propyl)-2,4(1H,3H)-pyrimidinedione (E 7, 3 mg, 6.12 μmol) was suspended in Diethyl ether (0.5 ml). 1M Hydrochloric acid (7.34 μl, 7.34 μmol) in Et2O was added and the resulting solid was triturated with Et2O (3×0.3 mL) to afford the title compound as a yellowish solid (2.9, mg, 77% yield) The reactants are CCn1c(C(O)c2cc(C)cc(C#N)c2)c(C(C)C)c(=O)[nH]c1=O, CCN(CC)S(F)(F)F, ClCCl. Yields the product CCn1c(C(F)c2cc(C)cc(C#N)c2)c(C(C)C)c(=O)[nH]c1=O. As a reaction SMILES: [CH2:1]([CH3:2])[n:3]1[c:4](=[O:24])[nH:5][c:6](=[O:23])[c:7]([CH:20]([CH3:21])[CH3:22])[c:8]1[CH:9]([c:10]1[cH:11][c:12]([C:13]#[N:14])[cH:15][c:16]([CH3:18])[cH:17]1)[OH:19].[CH2:25]([N:26]([S:27]([F:28])([F:29])[F:31])[CH2:30][CH3:32])[CH3:33].[Cl:34][CH2:35][Cl:36]>>[CH2:1]([CH3:2])[n:3]1[c:4](=[O:24])[nH:5][c:6](=[O:23])[c:7]([CH:20]([CH3:21])[CH3:22])[c:8]1[CH:9]([c:10]1[cH:11][c:12]([C:13]#[N:14])[cH:15][c:16]([CH3:18])[cH:17]1)[F:31].